From a dataset of the Open Reaction Database (ORD), a public repository of structured organic reaction records. describe an organic reaction: reactants, conditions, products, and yield Starting materials: C1(CC1)C=1C=C(C=CC1S(=O)(=O)C1CC1)C(C(=O)OC)C[C@@H]1CC2(O[C@@H]([C@H](O2)C2=CC=CC=C2)C2=CC=CC=C2)CC1 (methyl 2-[3-cyclopropyl-4-(cyclopropylsulfonyl)phenyl]-3-[(2R,3R,7R)-2,3-diphenyl-1,4-dioxaspiro[4.4]non-7-yl]propionate), [OH-].[Na+] (sodium hydroxide), CO (methanol). Solvent: C1CCOC1 (THF). The product is C1(CC1)C=1C=C(C=CC1S(=O)(=O)C1CC1)C(C(=O)O)C[C@@H]1CC2(O[C@@H]([C@H](O2)C2=CC=CC=C2)C2=CC=CC=C2)CC1 (2-[3-cyclopropyl-4-(cyclopropylsulfonyl)phenyl]-3-[(2R,3R,7R)-2,3-diphenyl-1,4-dioxaspiro[4.4]non-7-yl]propionic acid). Isolated yield 99.8%. Reaction SMILES: [CH:1]1([C:4]2[CH:5]=[C:6]([CH:16]([CH2:21][C@H:22]3[CH2:42][CH2:41][C:24]4([O:28][C@H:27]([C:29]5[CH:34]=[CH:33][CH:32]=[CH:31][CH:30]=5)[C@@H:26]([C:35]5[CH:40]=[CH:39][CH:38]=[CH:37][CH:36]=5)[O:25]4)[CH2:23]3)[C:17]([O:19]C)=[O:18])[CH:7]=[CH:8][C:9]=2[S:10]([CH:13]2[CH2:15][CH2:14]2)(=[O:12])=[O:11])[CH2:3][CH2:2]1.[OH-].[Na+].CO>C1COCC1>[CH:1]1([C:4]2[CH:5]=[C:6]([CH:16]([CH2:21][C@H:22]3[CH2:42][CH2:41][C:24]4([O:28][C@H:27]([C:29]5[CH:30]=[CH:31][CH:32]=[CH:33][CH:34]=5)[C@@H:26]([C:35]5[CH:40]=[CH:39][CH:38]=[CH:37][CH:36]=5)[O:25]4)[CH2:23]3)[C:17]([OH:19])=[O:18])[CH:7]=[CH:8][C:9]=2[S:10]([CH:13]2[CH2:14][CH2:15]2)(=[O:12])=[O:11])[CH2:2][CH2:3]1 |f:1.2|. Procedure: A mixture of methyl 2-[3-cyclopropyl-4-(cyclopropylsulfonyl)phenyl]-3-[(2R,3R,7R)-2,3-diphenyl-1,4-dioxaspiro[4.4]non-7-yl]propionate (66.5 g), 4 M aqueous sodium hydroxide solution (66.5 mL), methanol (66.5 mL), and THF (133 mL) was stirred under heating and reflux for 30 minutes, and left to be cooled at room temperature, and the organic solvent was evaporated under reduced pressure. To the residue was added chloroform (500 mL), and concentrated hydrochloric acid (25 mL) was then added thereto... Reactants: NC[C@H]1N(CCC[C@H]1C)C(=O)C1=C(C=CC(=C1)C)C=1C=NN(C1)C (((2S,3R)-2-(aminomethyl)-3-methylpiperidin-1-yl)(5-methyl-2-(1-methyl-1H-pyrazol-4-yl)phenyl)methanone), CC1=C(C(=O)O)C(=CC=C1)N1N=CC=N1 (2-methyl-6-(2H-1,2,3-triazol-2-yl)benzoic acid). Product: NC[C@H]1N(CCC[C@H]1C)C(=O)C1=C(C=CC=C1N1N=CC=N1)C (((2S,3R)-2-(Aminomethyl)-3-methylpiperidin-1-yl)(2-methyl-6-(2H-1,2,3-triazol-2-yl)phenyl)methanone). RXN SMILES: [NH2:1][CH2:2][C@@H:3]1[C@H:8]([CH3:9])[CH2:7][CH2:6][CH2:5][N:4]1[C:10]([C:12]1[CH:17]=[C:16](C)[CH:15]=[CH:14][C:13]=1[C:19]1C=NN(C)C=1)=[O:11].CC1C=CC=C([N:35]2[N:39]=[CH:38][CH:37]=[N:36]2)C=1C(O)=O>>[NH2:1][CH2:2][C@@H:3]1[C@H:8]([CH3:9])[CH2:7][CH2:6][CH2:5][N:4]1[C:10]([C:12]1[C:17]([N:35]2[N:39]=[CH:38][CH:37]=[N:36]2)=[CH:16][CH:15]=[CH:14][C:13]=1[CH3:19])=[O:11]. Reported procedure: The title compound was prepared following the same general protocol as described for ((2S,3R)-2-(aminomethyl)-3-methylpiperidin-1-yl)(5-methyl-2-(1-methyl-1H-pyrazol-4-yl)phenyl)methanone in Example A1 using 2-methyl-6-(2H-1,2,3-triazol-2-yl)benzoic acid. ESI-MS m/z: 314 [M+1]+. Reactants: COc1cc(OC)nc(Cc2ccccc2[N+](=O)[O-])n1, CCO, [Cl-], O, O. The product is COc1cc(OC)nc(Cc2ccccc2N)n1. Reaction SMILES: [CH3:1][O:2][c:3]1[n:4][c:5]([CH2:11][c:12]2[c:13]([N+:18]([O-:19])=[O:20])[cH:14][cH:15][cH:16][cH:17]2)[n:6][c:7]([O:9][CH3:10])[cH:8]1.[CH3:24][CH2:25][OH:26].[Cl-:23].[OH2:21].[OH2:22]>>[CH3:1][O:2][c:3]1[n:4][c:5]([CH2:11][c:12]2[c:13]([NH2:18])[cH:14][cH:15][cH:16][cH:17]2)[n:6][c:7]([O:9][CH3:10])[cH:8]1. Reactants: N1=CC=CC2=CC=CC=C12 (quinoline), CNN (methyl hydrazine), ClC1=NC=CC(=C1)CC(=O)C1=CC=C(C=C1)OCC1=NC2=CC=CC=C2C=C1 (2-(2-Chloro-pyridin-4-yl)-1-[4-(quinolin-2-ylmethoxy)-phenyl]-ethanone). Yields the product ClC1=NC=CC(=C1)C=1C(=NN(C1)C)C1=CC=C(OCC2=NC3=CC=CC=C3C=C2)C=C1 (2-{4-[4-(2-Chloro-pyridin-4-yl)-1-methyl-1H-pyrazol-3-yl]-phenoxymethyl}-quinoline). RXN SMILES: [N:1]1[C:10]2C(=CC=CC=2)C=C[CH:2]=1.C[NH:12]N.[Cl:14][C:15]1[CH:20]=[C:19]([CH2:21][C:22]([C:24]2[CH:29]=[CH:28][C:27]([O:30][CH2:31][C:32]3[CH:41]=[CH:40][C:39]4[C:34](=[CH:35][CH:36]=[CH:37][CH:38]=4)[N:33]=3)=[CH:26][CH:25]=2)=O)[CH:18]=[CH:17][N:16]=1>>[Cl:14][C:15]1[CH:20]=[C:19]([C:21]2[C:22]([C:24]3[CH:29]=[CH:28][C:27]([O:30][CH2:31][C:32]4[CH:41]=[CH:40][C:39]5[C:34](=[CH:35][CH:36]=[CH:37][CH:38]=5)[N:33]=4)=[CH:26][CH:25]=3)=[N:12][N:1]([CH3:10])[CH:2]=2)[CH:18]=[CH:17][N:16]=1. Procedure details: Following the procedure for the preparation of 2-2-[4-(4-Pyridin-4-yl-2H-pyrazol-3-yl)-phenyl]-ethyl}-quinoline but substituting methyl hydrazine and 2-(2-Chloro-pyridin-4-yl)-1-[4-(quinolin-2-ylmethoxy)-phenyl]-ethanone provided the title compound. 1H NMR (400 MHz, CDCl3) δ 8.19 (m, 2 H), 8.07 (d, J=8.3 Hz, 1 H), 7.83 (d, J=8.3 Hz, 1 H), 7.74 (t, J=8.3 Hz, 1H), 7.67 (d, J=8.3 Hz, 1 H), 7.58 (s, 1H), 7.55 (t, J=8.3 Hz, 1 H), 7.36 (d, J=8.7 Hz, 2H), 7.20 (s, 1H), 7.03 (m, 3H), 5.40 (s, 2H) 3.95 (... As a reaction SMILES: [F:1][C:2]1[CH:17]=[CH:16][CH:15]=[CH:14][C:3]=1[C:4]([C:12]#[CH:13])([OH:11])[C:5]1[CH:10]=[CH:9][CH:8]=[CH:7][CH:6]=1.N1CCCCC1.[H][H]>[Ni].O.O.C([O-])(=O)C.[Zn+2].C([O-])(=O)C.CO>[F:1][C:2]1[CH:17]=[CH:16][CH:15]=[CH:14][C:3]=1[C:4]([CH:12]=[CH2:13])([OH:11])[C:5]1[CH:10]=[CH:9][CH:8]=[CH:7][CH:6]=1 |f:4.5.6.7.8|. Procedure details: 22.6 g. 2-fluoro-α-ethynyl-benzhydrol and 0.74 g. of zinc acetate dihydrate are dissolved in a mixture of 260 ml. of methanol and 10 ml. of piperidine, and 4.4 g. of Raney-nickel catalyst are added to the mixture. The reaction mixture is hydrogenated at room temperature under atmospheric pressure until the uptake of the calculated amount of hydrogen. Thereafter the catalyst is filtered off, and the solvent is evaporated in vacuo. The residue is dissolved in benzene, and the solution is washed wi... Run in CO (methanol). The reagents and catalysts are [Ni] (Raney-nickel), O.O.C(C)(=O)[O-].[Zn+2].C(C)(=O)[O-] (zinc acetate dihydrate). Yields the product FC1=C(C(C2=CC=CC=C2)(O)C=C)C=CC=C1 (2-fluoro-α-vinyl-benzhydrol). Starting materials: FC1=C(C(C2=CC=CC=C2)(O)C#C)C=CC=C1 (2-fluoro-α-ethynyl-benzhydrol), N1CCCCC1 (piperidine), [H][H] (hydrogen). Starting materials: O=C(Cl)CCl, ClCCl, NC(CO)c1ccc(F)c(F)c1, [Na+], [OH-]. The product is O=C(CCl)NC(CO)c1ccc(F)c(F)c1. RXN SMILES: [Cl:15][CH2:16][C:17](=[O:18])[Cl:19].[Cl:20][CH2:21][Cl:22].[NH2:1][CH:2]([CH2:3][OH:4])[c:5]1[cH:6][c:7]([F:12])[c:8]([F:11])[cH:9][cH:10]1.[Na+:14].[OH-:13]>>[NH:1]([CH:2]([CH2:3][OH:4])[c:5]1[cH:6][c:7]([F:12])[c:8]([F:11])[cH:9][cH:10]1)[C:17]([CH2:16][Cl:15])=[O:18].